This data is from the Open Reaction Database (ORD), a public repository of structured organic reaction records. The task is: describe an organic reaction: reactants, conditions, products, and yield Starting materials: CC(=O)NC1=C(C=CC(=C1)N)N(C)CCN(C)C, C1CC1NC2=CC(=NC3=C(C=NN23)C#N)Cl. Reagents/catalysts: C(=O)([O-])[O-].[Cs+].[Cs+], CC(C)C1=CC(=C(C(=C1)C(C)C)C2=CC=CC=C2P(C(C)(C)C)C(C)(C)C)C(C)C, C1=CC=C(C=C1)/C=C/C(=O)/C=C/C2=CC=CC=C2.C1=CC=C(C=C1)/C=C/C(=O)/C=C/C2=CC=CC=C2.C1=CC=C(C=C1)/C=C/C(=O)/C=C/C2=CC=CC=C2.[Pd].[Pd]. Solvent: C1COCCO1. Conditions: temperature 150 celsius. The product is CC(=O)NC1=C(C=CC(=C1)NC2=NC3=C(C=NN3C(=C2)NC4CC4)C#N)N(C)CCN(C)C. Isolated yield 15.6%. Procedure: Two reactions setup, each 600 mg scale.  A 20 mL microwave reactor vial was charged with 5-chloro-7-(cyclopropylamino)pyrazolo[1,5-a]pyrimidine-3-carbonitrile (1.2 g, 5.14 mmol), N-(5-amino-2-((2-(dimethylamino)ethyl)(methyl)amino)phenyl)acetamide (1.414 g, 5.65 mmol), 2-Di-t-butylphosphino-2',4',6'-tri-i-propyl-1,1'-biphenyl (0.218 g, 0.51 mmol), Pd2dba3 (0.235 g, 0.26 mmol) and CS2CO3 (5.02 g, 15.41 mmol). The vessel was fitted with a septum and gas inlet and dioxane (20 mL) was added via syri... The reactants are COC(=O)C1C2C=CC(C1N(C)S(=O)(=O)C1=CC=C(C=C1)OCC1=CC=CC=C1)C2 (3-[(4-benzyloxy-benzenesulfonyl)-methyl-amino]-bicyclo[2.2.1]hept-5-ene-2-carboxylic acid methyl ester). The reagents and catalysts are [Pd] (Pd—C). Run in C(C)O.C(Cl)Cl (ethanol CH2Cl2). Conditions: time 12 hour. The product is COC(=O)C1C2CCC(C1N(C)S(=O)(=O)C1=CC=C(C=C1)O)C2 (3-[(4-hydroxy-benzenesulfonyl)-methyl-amino]-bicyclo[2.2.1]heptane-2-carboxylic acid methyl ester). Yield: 97.0%. RXN SMILES: [CH3:1][O:2][C:3]([CH:5]1[CH:10]([N:11]([S:13]([C:16]2[CH:21]=[CH:20][C:19]([O:22]CC3C=CC=CC=3)=[CH:18][CH:17]=2)(=[O:15])=[O:14])[CH3:12])[CH:9]2[CH2:30][CH:6]1[CH:7]=[CH:8]2)=[O:4]>C(O)C.C(Cl)Cl.[Pd]>[CH3:1][O:2][C:3]([CH:5]1[CH:10]([N:11]([S:13]([C:16]2[CH:17]=[CH:18][C:19]([OH:22])=[CH:20][CH:21]=2)(=[O:15])=[O:14])[CH3:12])[CH:9]2[CH2:30][CH:6]1[CH2:7][CH2:8]2)=[O:4] |f:1.2|. Procedure: To a solution of 3-[(4-benzyloxy-benzenesulfonyl)-methyl-amino]-bicyclo[2.2.1]hept-5-ene-2-carboxylic acid methyl ester (1.5 g, 3.51 mmol) in ethanol-CH2Cl2 (45 mL-5 mL) were added 10% Pd—C (1.12 g, 1.05 mmol) and 1,4-cycloexadiene (3.32 mL, 35.1 mmol) at room temperature. The mixture was stirred for 12 h and then filtered through celite. The organic solution was concentrated and the residue was purified by flash chromatography eluting with 40% ethyl acetate/hexanes to give 3-[(4-hydroxy-benzene... Reactants: [Na] (Sodium), ice, Cl (hydrochloric acid), [Br-].[Li+] (lithiumbromide), C(C)OC(C(CCN1C2=NC(=NC(=C2N=C1)Cl)N)F)=O (4-(2-amino-6-chloropurin-9-yl)-2-fluorobutyric acid ethyl ester), C(O)([O-])=O.[Na+] (sodium hydrogen carbonate). Isolated yield 60.4%. Procedure details: Sodium borohyride (15 mg) was dissolved in dry diethyleneglycoldiethylether (0.9 ml) and stirred. Finely powdered and dry lithiumbromide (34 mg) was added, followed after 1/2 hour by 4-(2-amino-6-chloropurin-9-yl)-2-fluorobutyric acid ethyl ester (100 mg). The reaction mixture was heated at 100° C. for 3 hours, then poured onto crushed ice (10 g) with added concentrated hydrochloric acid (0.5 ml) and stirred. The pH was adjusted to 6.5 by sodium hydrogen carbonate, the solution was evaporated in... Conditions: temperature 100 celsius. Product: NC1=NC(=C2N=CN(C2=N1)CCC(CO)F)Cl (4-(2-amino-6-chloropurin-9-yl)-2-fluorobutanol). Reaction SMILES: [Na].[Br-].[Li+].C([O:6][C:7](=O)[CH:8]([F:22])[CH2:9][CH2:10][N:11]1[CH:19]=[N:18][C:17]2[C:12]1=[N:13][C:14]([NH2:21])=[N:15][C:16]=2[Cl:20])C.Cl.C(=O)([O-])O.[Na+]>>[NH2:21][C:14]1[N:13]=[C:12]2[C:17]([N:18]=[CH:19][N:11]2[CH2:10][CH2:9][CH:8]([F:22])[CH2:7][OH:6])=[C:16]([Cl:20])[N:15]=1 |f:1.2,5.6,^1:0|. The reactants are N1C=NC(=C1)C1=NC=CC(=C1)C#N (2-(1H-imidazol-4-yl)pyridine-4-carbonitrile), BrCCCOCCCBr (2-bromo-ethylmethylether). Yields the product COCCN1C=NC(=C1)C1=NC=CC(=C1)C#N (2-[1-(2-methoxyethyl)-1H-imidazol-4-yl]pyridine-4-carbonitrile). Reaction SMILES: [NH:1]1[CH:5]=[C:4]([C:6]2[CH:11]=[C:10]([C:12]#[N:13])[CH:9]=[CH:8][N:7]=2)[N:3]=[CH:2]1.BrC[CH2:16][CH2:17][O:18][CH2:19]CCBr>>[CH3:19][O:18][CH2:17][CH2:16][N:1]1[CH:5]=[C:4]([C:6]2[CH:11]=[C:10]([C:12]#[N:13])[CH:9]=[CH:8][N:7]=2)[N:3]=[CH:2]1. Procedure: The title compound was prepared 2-(1H-imidazol-4-yl)pyridine-4-carbonitrile and 2-bromo-ethylmethylether according to the procedure for the preparation of Example 35, part A. [M+H] Calc'd for C12H12N4O, 229. Found, 229. Reactants: C(C)C1=CC(=C(C=C1)N1C=NC=C1)C(=O)O (1-(4-ethylcarboxyphenyl)imidazole), BrCCCCCCCCCCCCCC (1-bromotetradecane). Run in C1CCOC1 (THF). Product: [Br-].C(C)C1=CC(=C(C=C1)[N+]1=CN(C=C1)CCCCCCCCCCCCCC)C(=O)O (1-(4-ethylcarboxyphenyl)-3-tetradecyl imidazolium bromide). Reaction SMILES: [CH2:1]([C:3]1[CH:8]=[CH:7][C:6]([N:9]2[CH:13]=[CH:12][N:11]=[CH:10]2)=[C:5]([C:14]([OH:16])=[O:15])[CH:4]=1)[CH3:2].[Br:17][CH2:18][CH2:19][CH2:20][CH2:21][CH2:22][CH2:23][CH2:24][CH2:25][CH2:26][CH2:27][CH2:28][CH2:29][CH2:30][CH3:31]>C1COCC1>[Br-:17].[CH2:1]([C:3]1[CH:8]=[CH:7][C:6]([N+:9]2[CH:13]=[CH:12][N:11]([CH2:31][CH2:30][CH2:29][CH2:28][CH2:27][CH2:26][CH2:25][CH2:24][CH2:23][CH2:22][CH2:21][CH2:20][CH2:19][CH3:18])[CH:10]=2)=[C:5]([C:14]([OH:16])=[O:15])[CH:4]=1)[CH3:2] |f:3.4|. Reported procedure: According to the general synthesis procedure, 4.60 mmol (1.00 g) 1-(4-ethylcarboxyphenyl)imidazole and 5.50 mmol (1.50 g, 1.5 ml) 1-bromotetradecane are dissolved in 5 ml THF and heated for 68 h to 90° C. Starting materials: CC(CC(C)O)C (4-methyl-2-pentanol), C(C(=O)Cl)(=O)Cl (oxalyl chloride), C(C(=O)Cl)(=O)Cl (oxalyl chloride). Yields the product C(C(=O)OC(C)CC(C)C)(=O)Cl (4-methyl-2-pentyl chlorooxalate). Yield: 88.2%. RXN SMILES: [CH3:1][CH:2]([CH3:7])[CH2:3][CH:4]([OH:6])[CH3:5].[C:8](Cl)(=[O:12])[C:9]([Cl:11])=[O:10]>>[C:9]([Cl:11])(=[O:10])[C:8]([O:6][CH:4]([CH2:3][CH:2]([CH3:7])[CH3:1])[CH3:5])=[O:12]. Procedure details: In this example the product was prepared in two synthetic steps. In the first step 4-methyl-2-pentanol was reacted with 50% molar excess of oxalyl chloride. Upon completion of the reaction the excess oxalyl chloride was stripped from the product at reduced pressure to produce 4-methyl-2-pentyl chlorooxalate having an assay of 96.2% and in a corrected yield of 88.2%. In the second step 4-methyl-2-pentyl chlorooxalate was reacted with 3-hydroxy-1,1-dimethylbutyl hydroperoxide in the presence of py...